From a dataset of the Open Reaction Database (ORD), a public repository of structured organic reaction records. describe an organic reaction: reactants, conditions, products, and yield Starting materials: C1CCOC1, COC(=O)CCC1OB(O)c2cc(O)cc(C)c21, Cl, [Li+], [OH-], O. Yields the product Cc1cc(O)cc2c1C(CCC(=O)O)OB2O. Reaction SMILES: [CH2:22]1[O:23][CH2:24][CH2:25][CH2:26]1.[CH3:1][O:2][C:3]([CH2:4][CH2:5][CH:6]1[c:7]2[c:8]([cH:12][c:13]([OH:17])[cH:14][c:15]2[CH3:16])[B:9]([OH:11])[O:10]1)=[O:18].[ClH:21].[Li+:20].[OH-:19].[OH2:27]>>[O:2]=[C:3]([CH2:4][CH2:5][CH:6]1[c:7]2[c:8]([cH:12][c:13]([OH:17])[cH:14][c:15]2[CH3:16])[B:9]([OH:11])[O:10]1)[OH:18]. Starting materials: CC(=O)OC1(C(N)=O)CCCc2cc(C)cnc21, CO, N. The product is Cc1cnc2c(c1)CCCC2(O)C(N)=O. RXN SMILES: [C:1](=[O:2])([CH3:3])[O:4][C:5]1([C:16](=[O:17])[NH2:18])[CH2:6][CH2:7][CH2:8][c:9]2[cH:10][c:11]([CH3:15])[cH:12][n:13][c:14]21.[CH3:20][OH:21].[NH3:19]>>[OH:4][C:5]1([C:16](=[O:17])[NH2:18])[CH2:6][CH2:7][CH2:8][c:9]2[cH:10][c:11]([CH3:15])[cH:12][n:13][c:14]21. Reactants: C(C)O (ethanol), C(C1=CC=CC=C1)OC=1C(=CC(=C(C=C[N+](=O)[O-])C1)[N+](=O)[O-])OCCCC (5-benzyloxy-4-butoxy-2,β-dinitrostyrene). The reagents and catalysts are [Fe] (iron). Solvent: C(C)(=O)O (acetic acid). Run at time 15 minute. The product is C(C1=CC=CC=C1)OC=1C=C2C=CNC2=CC1OCCCC (5-Benzyloxy-6-butoxyindole). The yield is 40.0%. RXN SMILES: C(O)C.[CH2:4]([O:11][C:12]1[C:13]([O:26][CH2:27][CH2:28][CH2:29][CH3:30])=[CH:14][C:15]([N+:23]([O-])=O)=[C:16]([CH:22]=1)[CH:17]=[CH:18][N+]([O-])=O)[C:5]1[CH:10]=[CH:9][CH:8]=[CH:7][CH:6]=1>[Fe].C(O)(=O)C>[CH2:4]([O:11][C:12]1[CH:22]=[C:16]2[C:15](=[CH:14][C:13]=1[O:26][CH2:27][CH2:28][CH2:29][CH3:30])[NH:23][CH:18]=[CH:17]2)[C:5]1[CH:10]=[CH:9][CH:8]=[CH:7][CH:6]=1. Reported procedure: 8.6 g of activated iron are added at 60° C. to a solution of 28 ml of absolute ethanol and 14 ml of acetic acid. The mixture is kept for 15 minutes at 80° C. and 5-benzyloxy-4-butoxy-2,β-dinitrostyrene (1.6 g; 0.0043 mole) is added. The mixture is left at 80° C. for 1 hour, and the ferric sludge is filtered off and rinsed with 40 ml of ethanol and 40 ml of acetic acid. The filtrate is diluted with 100 ml of ice-cold water. After extraction of the solution with methylene chloride and drying of th...